From a dataset of the Open Reaction Database (ORD), a public repository of structured organic reaction records. describe an organic reaction: reactants, conditions, products, and yield The reactants are C(C)(C)(C)C=1SC2=C(N1)C=C(C(=C2)[N+](=O)[O-])N2CCN(CC2)C (2-tert-butyl-5-(4-methylpiperazin-1-yl)-6-nitrobenzothiazole). The reagents and catalysts are [Ni] (Raney nickel). The solvent is C(C)O (ethanol). Product: NC1=CC2=C(N=C(S2)C(C)(C)C)C=C1N1CCN(CC1)C (6-amino-2-tert-butyl-5-(4-methylpiperazin-1-yl)benzothiazole). As a reaction SMILES: [C:1]([C:5]1[S:6][C:7]2[CH:13]=[C:12]([N+:14]([O-])=O)[C:11]([N:17]3[CH2:22][CH2:21][N:20]([CH3:23])[CH2:19][CH2:18]3)=[CH:10][C:8]=2[N:9]=1)([CH3:4])([CH3:3])[CH3:2]>C(O)C.[Ni]>[NH2:14][C:12]1[C:11]([N:17]2[CH2:22][CH2:21][N:20]([CH3:23])[CH2:19][CH2:18]2)=[CH:10][C:8]2[N:9]=[C:5]([C:1]([CH3:4])([CH3:3])[CH3:2])[S:6][C:7]=2[CH:13]=1. Procedure details: A solution of 86 g of the above nitro compound in 150 ml of ethanol is hydrogenated in presence of 30 g of Raney nickel at 45°. The solution is filtered to give 6-amino-2-tert-butyl-5-(4-methylpiperazin-1-yl)benzothiazole, melting at 130° C. The reactants are Brc1csc(-c2cccnc2)c1, O=C1NCC2(CN3CCC2CC3)O1. Yields the product O=C1OC2(CN3CCC2CC3)CN1c1csc(-c2cccnc2)c1. Reaction SMILES: [Br:14][c:15]1[cH:16][c:17](-[c:20]2[cH:21][n:22][cH:23][cH:24][cH:25]2)[s:18][cH:19]1.[O:1]1[C:2](=[O:13])[NH:3][CH2:4][C:5]12[CH2:6][N:7]1[CH2:8][CH2:9][CH:10]2[CH2:11][CH2:12]1>>[O:1]1[C:2](=[O:13])[N:3]([c:15]2[cH:16][c:17](-[c:20]3[cH:21][n:22][cH:23][cH:24][cH:25]3)[s:18][cH:19]2)[CH2:4][C:5]12[CH2:6][N:7]1[CH2:8][CH2:9][CH:10]2[CH2:11][CH2:12]1. Solvent: O1CCOCC1 (1,4-dioxane). The product is CC1=C(C=NC=C1)N1C(N(CC1)C1=CC=C(C#N)C=C1)=O (4-[3-(4-Methyl-pyridin-3-yl)-2-oxo-imidazolidin-1-yl]-benzonitrile). Reported procedure: Using the same reaction conditions as in Example 14, 1-(4-methyl-pyridin-3-yl)-imidazolidin-2-one (I-14b: 150 mg, 0.8465 mmol) was reacted with 4-bromo-benzonitrile (154 mg, 0.84650 mmol), 1,4-dioxane (50 mL), copper iodide (16 mg, 0.084650 mmol), trans-1,2-diamino cyclohexane (29 mg, 0.2539 mmol) and potassium carbonate (468 mg, 3.3860 mmol) to afford the crude product. Purification by column chromatography on silica gel (5% MeOH in DCM) afforded 151 mg of the product (64.2% yield). Reagents/catalysts: [Cu](I)I (copper iodide). The reactants are CC1=C(C=NC=C1)N1C(NCC1)=O (1-(4-methyl-pyridin-3-yl)-imidazolidin-2-one), BrC1=CC=C(C#N)C=C1 (4-bromo-benzonitrile), N[C@H]1[C@@H](CCCC1)N (trans-1,2-diamino cyclohexane), C([O-])([O-])=O.[K+].[K+] (potassium carbonate). The yield is 64.1%. RXN SMILES: [CH3:1][C:2]1[CH:7]=[CH:6][N:5]=[CH:4][C:3]=1[N:8]1[CH2:12][CH2:11][NH:10][C:9]1=[O:13].Br[C:15]1[CH:22]=[CH:21][C:18]([C:19]#[N:20])=[CH:17][CH:16]=1.N[C@@H]1CCCC[C@H]1N.C(=O)([O-])[O-].[K+].[K+]>[Cu](I)I.O1CCOCC1>[CH3:1][C:2]1[CH:7]=[CH:6][N:5]=[CH:4][C:3]=1[N:8]1[CH2:12][CH2:11][N:10]([C:15]2[CH:22]=[CH:21][C:18]([C:19]#[N:20])=[CH:17][CH:16]=2)[C:9]1=[O:13] |f:3.4.5|. The reactants are CN(C=1C=C2CNC(C2=CC1)=O)C (5-(Dimethylamino)isoindolin-1-one), BrC=1C(=C(C=CC1)NCC1=C(SC(=C1)C(C)(C)C)C(=O)OC)C (Methyl 3-((3-Bromo-2-methylphenylamino)methyl)-5-tert-butylthiophene-2-carboxylate), C([O-])([O-])=O.[Cs+].[Cs+] (cesium carbonate), CNCCNC (N,N′-dimethylethylenediamine). Reagents/catalysts: [Cu](I)I (copper iodide). Solvent: O1CCOCC1 (1,4-dioxane). Conditions: temperature 105 celsius. Yields the product C(C)(=O)OCC1=C(C=CC=C1N1C(C2=CC=C(C=C2C1)N(C)C)=O)Br (2-Bromo-6-(5-(dimethylamino)-1-oxoisoindolin-2-yl)benzyl Acetate). Yield: 320.6%. RXN SMILES: [CH3:1][N:2]([CH3:13])[C:3]1[CH:4]=[C:5]2[C:9](=[CH:10][CH:11]=1)[C:8](=[O:12])[NH:7][CH2:6]2.[Br:14][C:15]1[C:16]([CH3:36])=[C:17](NCC2C=C(C(C)(C)C)SC=2C(OC)=O)[CH:18]=[CH:19][CH:20]=1.[C:37](=[O:40])([O-])[O-:38].[Cs+].[Cs+].[CH3:43]NCCNC>[Cu](I)I.O1CCOCC1>[C:37]([O:38][CH2:36][C:16]1[C:17]([N:7]2[CH2:6][C:5]3[C:9](=[CH:10][CH:11]=[C:3]([N:2]([CH3:13])[CH3:1])[CH:4]=3)[C:8]2=[O:12])=[CH:18][CH:19]=[CH:20][C:15]=1[Br:14])(=[O:40])[CH3:43] |f:2.3.4|. Reported procedure: A 100-mL single-neck round-bottomed flask equipped with a magnetic stirrer and nitrogen inlet was charged with 123c (2.40 g, 13.6 mmol), 102d (8.34 g, 27.3 mmol), cesium carbonate (1.34 g, 4.10 mmol), N,N′-dimethylethylenediamine (181 mg, 2.05 mmol) and 1,4-dioxane (12 mL). After bubbling nitrogen through the resulting suspension for 30 min, copper iodide (195 mg, 1.03 mmol) was added. A reflux condenser was attached to the flask, and the reaction mixture was heated at 105° C. for 16 h. After th... The reactants are CC(C)(C)c1nc(N2CCN(CCCO)CC2)cc(C(F)(F)F)n1, Cn1cnnc1-c1ccccc1, OCCCCl, [H-], Cn1c(I)nnc1-c1ccccc1, [Na+], CN(C)C=O, O. The product is Cn1c(OCCCN2CCN(c3cc(C(F)(F)F)nc(C(C)(C)C)n3)CC2)nnc1-c1ccccc1. Reaction SMILES: [C:26]([CH3:27])([CH3:28])([CH3:29])[c:30]1[n:31][c:32]([C:46]([F:47])([F:48])[F:49])[cH:33][c:34]([N:36]2[CH2:37][CH2:38][N:39]([CH2:42][CH2:43][CH2:44][OH:45])[CH2:40][CH2:41]2)[n:35]1.[CH3:14][n:15]1[c:16](-[c:17]2[cH:18][cH:19][cH:20][cH:21][cH:22]2)[n:23][n:24][cH:25]1.[Cl:50][CH2:51][CH2:52][CH2:53][OH:54].[H-:55].[I:1][c:2]1[n:3][n:4][c:5](-[c:8]2[cH:9][cH:10][cH:11][cH:12][cH:13]2)[n:6]1[CH3:7].[Na+:56].[O:57]=[CH:58][N:59]([CH3:60])[CH3:61].[OH2:62]>>[c:2]1([O:45][CH2:44][CH2:43][CH2:42][N:39]2[CH2:38][CH2:37][N:36]([c:34]3[cH:33][c:32]([C:46]([F:47])([F:48])[F:49])[n:31][c:30]([C:26]([CH3:27])([CH3:28])[CH3:29])[n:35]3)[CH2:41][CH2:40]2)[n:3][n:4][c:5](-[c:8]2[cH:9][cH:10][cH:11][cH:12][cH:13]2)[n:6]1[CH3:7]. The reactants are CSC(N)=N (S-methyl-isothiourea), [OH-].[Na+] (sodium hydroxide), C(C)OC(C([N+](=O)[O-])=COCC)=O (ethyl-ethoxymethylene-nitroacetate). Solvent: O (water). Product: OC1=NC(=NC=C1[N+](=O)[O-])SC (4-Hydroxy-2-methylmercapto-5-nitro-pyrimidine). Reaction SMILES: [CH3:1][S:2][C:3](=[NH:5])[NH2:4].[OH-].[Na+].C([O:10][C:11](=O)[C:12](=[CH:16]OCC)[N+:13]([O-:15])=[O:14])C>O>[OH:10][C:11]1[C:12]([N+:13]([O-:15])=[O:14])=[CH:16][N:4]=[C:3]([S:2][CH3:1])[N:5]=1 |f:1.2|. Procedure: 104.5 gm of S-methyl-isothiourea (0.75 mol) and 53.3 gm (1.333 mol) of sodium hydroxide solution are stirred together for 10 minutes in 350 ml of water. 114.5 gm (0.605 mol) of ethyl-ethoxymethylene-nitroacetate are then slowly added thereto, the temperature being kept at 20° C. by cooling. The precipitate is extracted and washed with a little ice-cold water. It is dissolved in approximately 9 liters of hot water and acidified with concentrated hydrochloric acid with cooling. The precipitated pr...